From a dataset of the Open Reaction Database (ORD), a public repository of structured organic reaction records. describe an organic reaction: reactants, conditions, products, and yield Reactants: C(CC)N (N-propylamine), C(C)OC(=O)N1CC=2C(=C(C=NC2CC1)C(=O)[O-])O (6-ethoxycarbonyl-4-hydroxy-5,6,7,8-tetrahydro[1,6]naphthyridine-3-carboxylate). The product is C(C)OC(=O)N1CC=2C(=C(C=NC2CC1)C(NCCC)=O)O (6-ethoxycarbonyl-4-hydroxy-5,6,7,8-tetrahydro-3-(N-propylcarbamoyl)[1,6]-naphthyridine). As a reaction SMILES: [CH2:1]([NH2:4])[CH2:2][CH3:3].[CH2:5]([O:7][C:8]([N:10]1[CH2:19][CH2:18][C:17]2[N:16]=[CH:15][C:14]([C:20]([O-:22])=O)=[C:13]([OH:23])[C:12]=2[CH2:11]1)=[O:9])[CH3:6]>>[CH2:5]([O:7][C:8]([N:10]1[CH2:19][CH2:18][C:17]2[N:16]=[CH:15][C:14]([C:20](=[O:22])[NH:4][CH2:1][CH2:2][CH3:3])=[C:13]([OH:23])[C:12]=2[CH2:11]1)=[O:9])[CH3:6]. Procedure: Reaction of N-propylamine with 6-ethoxycarbonyl-4-hydroxy-5,6,7,8-tetrahydro[1,6]naphthyridine-3-carboxylate yields 6-ethoxycarbonyl-4-hydroxy-5,6,7,8-tetrahydro-3-(N-propylcarbamoyl)[1,6]-naphthyridine, mp 199°-201°.